Dataset: the Open Reaction Database (ORD), a public repository of structured organic reaction records. Task: describe an organic reaction: reactants, conditions, products, and yield Reactants: OC=1C2=C(SC1C(=O)OC)C=C(C=C2)C(F)(F)F (Methyl 3-Hydroxy-6-trifluoromethylbenzo[b]thiophene-2-carboxylate), S(=O)(=O)(OC)OC (dimethyl sulfate), C([O-])(O)=O.[Na+] (sodium bicarbonate). Run in CC(=O)C (acetone). Product: COC=1C2=C(SC1C(=O)OC)C=C(C=C2)C(F)(F)F (Methyl 3-methoxy-6-trifluoromethylbenzo[b]thiophene-2-carboxylate). Reaction SMILES: [OH:1][C:2]1[C:3]2[CH:14]=[CH:13][C:12]([C:15]([F:18])([F:17])[F:16])=[CH:11][C:4]=2[S:5][C:6]=1[C:7]([O:9][CH3:10])=[O:8].S(OC)(O[CH3:23])(=O)=O.C(=O)(O)[O-].[Na+]>CC(C)=O>[CH3:23][O:1][C:2]1[C:3]2[CH:14]=[CH:13][C:12]([C:15]([F:18])([F:16])[F:17])=[CH:11][C:4]=2[S:5][C:6]=1[C:7]([O:9][CH3:10])=[O:8] |f:2.3|. Reported procedure: A mixture of compound 68b (0.543 mmol, 150 mg), dimethyl sulfate (0.608 mmol, 0.058 mL), and sodium bicarbonate (0.57 mmol, 48 mg) in acetone was heated at reflux overnight. The reaction mixture was cooled and filtered. The filtrate was concentrated and the residue was partitioned between EtOAc and water. The organic solution was concentrated and purified by flash column chromatography (silica gel, 10% EtOAc/hexanes) to give compound 68c. The reactants are S=C(c1ncc[nH]1)c1ncc[nH]1, CN(C)C1CCN(c2ccc([N+](=O)[O-])cc2)CC1, CN(C)C=O, O. Yields the product CN(C)C1CCN(c2ccc(N=C=S)cc2)CC1. As a reaction SMILES: [C:19](=[S:20])([c:21]1[nH:22][cH:23][cH:24][n:25]1)[c:26]1[nH:27][cH:28][cH:29][n:30]1.[CH3:1][N:2]([CH:3]1[CH2:4][CH2:5][N:6]([c:9]2[cH:10][cH:11][c:12]([N+:15]([O-:16])=[O:17])[cH:13][cH:14]2)[CH2:7][CH2:8]1)[CH3:18].[O:32]=[CH:33][N:34]([CH3:35])[CH3:36].[OH2:31]>>[CH3:1][N:2]([CH:3]1[CH2:4][CH2:5][N:6]([c:9]2[cH:10][cH:11][c:12]([N:15]=[C:19]=[S:20])[cH:13][cH:14]2)[CH2:7][CH2:8]1)[CH3:18]. Starting materials: O1CCOCC1 (dioxan), CNC (dimethylamine), [N+](=O)([O-])C1=CN=C(N1CCOC(C)=O)C1=NN=C2N1N=C(C=C2)Cl (3-(5-nitro-1-β-acetoxyethyl-2-imidazolyl)-6-chloro-s-triazolo[4,5-b]pyridazine), [N+](=O)([O-])C1=CN=C(N1CCOC(C)=O)C1=NN=C2N1N=C(C=C2)N(C)C (3-(5-nitro-1-β-acetoxyethyl-2-imidazolyl)-6-dimethylamino-s-triazolo[4,3-b]-pyridazine). Run in CO (methanol). Reaction conditions: temperature 60 celsius, time 1 hour. Yields the product Cl (hydrochloric acid), [N+](=O)([O-])C1=CN=C(N1CCO)C1=NN=C2N1N=C(C=C2)N(C)C (3-(5-Nitro-1-βhydroxyethyl-2-imidazolyl)-6-dimethylamino-s-triazolo[4,3-b]pyridazine). RXN SMILES: [N+](C1N(CCOC(=O)C)C(C2N3N=C([Cl:24])C=CC3=NN=2)=NC=1)([O-])=O.O1CCOCC1.CNC.[N+:34]([C:37]1[N:41]([CH2:42][CH2:43][O:44]C(=O)C)[C:40]([C:48]2[N:52]3[N:53]=[C:54]([N:57]([CH3:59])[CH3:58])[CH:55]=[CH:56][C:51]3=[N:50][N:49]=2)=[N:39][CH:38]=1)([O-:36])=[O:35]>CO>[ClH:24].[N+:34]([C:37]1[N:41]([CH2:42][CH2:43][OH:44])[C:40]([C:48]2[N:52]3[N:53]=[C:54]([N:57]([CH3:59])[CH3:58])[CH:55]=[CH:56][C:51]3=[N:50][N:49]=2)=[N:39][CH:38]=1)([O-:36])=[O:35]. Procedure details: 5 g. crude 3-(5-nitro-1-β-acetoxyethyl-2-imidazolyl)-6-chloro-s-triazolo[4,5-b]pyridazine were dissolved in 50 ml. of a mixture of dioxan and methanol (1:1), 5.4 ml. 40% aqueous dimethylamine were added thereto, the reaction mixture was stirred for 1 hour at 60° C., evaporated almost completely, the residue triturated with 20 ml. isopropanol, 1.6 g. of solid substance being obtained which has a melting point of 164° - 167° C. After recrystallization thereof from 55 ml. isopropanol, with the addi...